Dataset: the Open Reaction Database (ORD), a public repository of structured organic reaction records. Task: describe an organic reaction: reactants, conditions, products, and yield The reactants are C(=O)(OC(C)(C)C)N([C@@H](CC1=CC=CC=C1)C(=O)O)C (BocMePheOH), NCC(=O)OC(=O)C1=CC=CC=C1 (HGlyOBz), anhydride, ClC(=O)OCC(C)C (isobutyl chloroformate). The product is C(=O)(OC(C)(C)C)N([C@@H](CC1=CC=CC=C1)C(=O)NCC(=O)OC(=O)C1=CC=CC=C1)C (BocMePhe-GlyOBz). The yield is 52.0%. RXN SMILES: [C:1]([N:8]([CH3:20])[C@H:9]([C:17]([OH:19])=O)[CH2:10][C:11]1[CH:16]=[CH:15][CH:14]=[CH:13][CH:12]=1)([O:3][C:4]([CH3:7])([CH3:6])[CH3:5])=[O:2].[NH2:21][CH2:22][C:23]([O:25][C:26]([C:28]1[CH:33]=[CH:32][CH:31]=[CH:30][CH:29]=1)=[O:27])=[O:24].ClC(OCC(C)C)=O>>[C:1]([N:8]([CH3:20])[C@H:9]([C:17]([NH:21][CH2:22][C:23]([O:25][C:26]([C:28]1[CH:33]=[CH:32][CH:31]=[CH:30][CH:29]=1)=[O:27])=[O:24])=[O:19])[CH2:10][C:11]1[CH:12]=[CH:13][CH:14]=[CH:15][CH:16]=1)([O:3][C:4]([CH3:5])([CH3:6])[CH3:7])=[O:2]. Procedure: Condensation of BocMePheOH (5.0 g.) and HGlyOBz (3.75 g.) by the mixed anhydride method using isobutyl chloroformate gave BocMePhe-GlyOBz in 52% yield. De-t-butoxycarbonylation of BocMePhe-GlyOBz (2.0 g.) using hydrogen chloride in ethyl acetate gave HMePhe-GlyOBz in 95% yield. Starting materials: COC=1C=C2CCNC(C2=CC1[N+](=O)[O-])=O (6-(methyloxy)-7-nitro-3,4-dihydro-1(2H)-isoquinolinone), CO (Methanol). Solvent: C1CCOC1 (THF), C1CCOC1 (THF). Yields the product COC=1C=C2CCNCC2=CC1[N+](=O)[O-] (6-(methyloxy)-7-nitro-1,2,3,4-tetrahydroisoquinoline). Yield: 83.9%. Reaction SMILES: [CH3:1][O:2][C:3]1[CH:4]=[C:5]2[C:10](=[CH:11][C:12]=1[N+:13]([O-:15])=[O:14])[C:9](=O)[NH:8][CH2:7][CH2:6]2.CO>C1COCC1>[CH3:1][O:2][C:3]1[CH:4]=[C:5]2[C:10](=[CH:11][C:12]=1[N+:13]([O-:15])=[O:14])[CH2:9][NH:8][CH2:7][CH2:6]2. Reported procedure: A solution of 6-(methyloxy)-7-nitro-3,4-dihydro-1(2H)-isoquinolinone (7 g, 31.5 mmol) in THF (800 mL) was treated with 2M BH3 in THF(78.8 mL, 157.6 mmol) and heated to reflux for 20 h. Methanol (100 mL) was added and the solution was concentrated under reduced pressure. The resulting residue was heated with 2N HCl for 3 hr., cooled, basified via careful addition of aqueous ammonium hydroxide, and extracted with dichloromethane. The organic layer was dried, filtered, and taken to a residue under ... Reagents/catalysts: [Cu]I (CuI). Reported procedure: 7-Trifluoromethyl-2H-isoquinolin-1-one (I-29d: 0.1 g, 0.00046 mol) was reacted with 3-bromo-5-fluoropyridine (0.099 g, 0.00056 mol), 8-hydroxy quinoline (0.013 g, 0.00009 mol), K2CO3 (0.161 g, 0.0011 mol), CuI (0.017 g, 0.00009 mol) and 1,4-dioxane (5 mL) to afford the crude product. The reaction mass was cooled to room temperature, diluted with DCM, washed with ammonia solution and separated the layers. The organic layer was washed with brine solution, dried over Na2SO4 and concentrated under r... RXN SMILES: [F:1][C:2]([F:15])([F:14])[C:3]1[CH:12]=[C:11]2[C:6]([CH:7]=[CH:8][NH:9][C:10]2=[O:13])=[CH:5][CH:4]=1.Br[C:17]1[CH:18]=[N:19][CH:20]=[C:21]([F:23])[CH:22]=1.OC1C=CC=C2C=1N=CC=C2.C([O-])([O-])=O.[K+].[K+]>C(Cl)Cl.[Cu]I.O1CCOCC1>[F:23][C:21]1[CH:22]=[C:17]([N:9]2[CH:8]=[CH:7][C:6]3[C:11](=[CH:12][C:3]([C:2]([F:1])([F:14])[F:15])=[CH:4][CH:5]=3)[C:10]2=[O:13])[CH:18]=[N:19][CH:20]=1 |f:3.4.5|. The yield is 46.9%. Solvent: C(Cl)Cl (DCM), O1CCOCC1 (1,4-dioxane). Yields the product FC=1C=C(C=NC1)N1C(C2=CC(=CC=C2C=C1)C(F)(F)F)=O (2-(5-fluoropyridin-3-yl)-7-(trifluoromethyl)isoquinolin-1(2H)-one). The reactants are FC(C1=CC=C2C=CNC(C2=C1)=O)(F)F (7-Trifluoromethyl-2H-isoquinolin-1-one), BrC=1C=NC=C(C1)F (3-bromo-5-fluoropyridine), OC=1C=CC=C2C=CC=NC12 (8-hydroxy quinoline), C(=O)([O-])[O-].[K+].[K+] (K2CO3). Starting materials: COC=1C=C(C=CC1OC)C1=NC=CC=C1O (2-(3,4-Dimethoxyphenyl)-3-pyridinol), [OH-].[Na+] (sodium hydroxide). The reagents and catalysts are [Ni] (Raney nickel). The solvent is O1CCOCC1 (p-dioxane). Product: COC=1C=C(C=CC1OC)[C@@H]1NCCC[C@@H]1O (cis-2-(3,4-Dimethoxyphenyl)-3-piperidinol), maleate salt. As a reaction SMILES: [CH3:1][O:2][C:3]1[CH:4]=[C:5]([C:11]2[C:16]([OH:17])=[CH:15][CH:14]=[CH:13][N:12]=2)[CH:6]=[CH:7][C:8]=1[O:9][CH3:10].[OH-].[Na+]>O1CCOCC1.[Ni]>[CH3:1][O:2][C:3]1[CH:4]=[C:5]([C@H:11]2[C@@H:16]([OH:17])[CH2:15][CH2:14][CH2:13][NH:12]2)[CH:6]=[CH:7][C:8]=1[O:9][CH3:10] |f:1.2|. Reported procedure: 2-(3,4-Dimethoxyphenyl)-3-pyridinol (10.0 g, 43.2 mmoles, described in Example 3) is dissolved in p-dioxane (60 ml) containing 0.1 ml of 12.5N sodium hydroxide. The solution is hydrogenated for 17 hours with Raney nickel catalyst (1.5 g) at 1750 p.s.i. and 140° C. The mixture is filtered and the filtrate is evaporated. The residue is subjected to chromatography on alumina (Woelm, basic activity I) using first chloroform as eluant and then a 1:10 methanol-chloroform solvent combination. The eluat... Starting materials: C(C)(=O)O[BH-](OC(C)=O)OC(C)=O.[Na+] (sodium triacetoxyborohydride), C(=O)(O)[O-].[Na+] (NaHCO3), solvent A, ClC=1C=C(C=O)C=C(C1)Cl (3,5-dichlorobenzaldehyde), FC1=CC=C(CN)C=C1 (4-fluorobenzylamine), solvent B. The solvent is C(Cl)Cl (CH2Cl2), C(C)(=O)OCC (ethyl acetate), CC(C)O (2-propanol), C(Cl)Cl (CH2Cl2). Reaction conditions: time 1 hour. Yields the product ClC=1C=C(CNCC2=CC=C(C=C2)F)C=C(C1)Cl (N-(3,5-Dichlorobenzyl)-1-(4-fluorophenyl)methanamine). As a reaction SMILES: [Cl:1][C:2]1[CH:3]=[C:4]([CH:7]=[C:8]([Cl:10])[CH:9]=1)[CH:5]=O.[F:11][C:12]1[CH:19]=[CH:18][C:15]([CH2:16][NH2:17])=[CH:14][CH:13]=1.C(O[BH-](OC(=O)C)OC(=O)C)(=O)C.[Na+].C([O-])(O)=O.[Na+]>CC(O)C.C(Cl)Cl.C(OCC)(=O)C>[Cl:1][C:2]1[CH:3]=[C:4]([CH:7]=[C:8]([Cl:10])[CH:9]=1)[CH2:5][NH:17][CH2:16][C:15]1[CH:18]=[CH:19][C:12]([F:11])=[CH:13][CH:14]=1 |f:2.3,4.5|. Reported procedure: To a solution of 3,5-dichlorobenzaldehyde (3.9 g, 22.3 mmol) in 2-propanol (20 mL) and CH2Cl2 (20 mL) was added 4-fluorobenzylamine (2.93 mL, 25.6 mmol). The resulting mixture was stirred at rt for 1 h. The mixture was cooled to ice bath temperature and was treated with sodium triacetoxyborohydride (7.56 g, 35.7 mmol) under N2 atmosphere. The resulting mixture was stirred at rt for 22 h. To the reaction mixture was added saturated aq NaHCO3 solution and it was stirred for 0.2 h, and concentrated... Reactants: COC=1C=C2C(=NC=NC2=CC1OC)C1CCNCC1 (6,7-dimethoxy-4-piperidin-4-yl-quinazoline), [N+](=O)([O-])C1=CC=C(C=C1)OC(NC1=CC=C(C=C1)C(C)C)=O ((4-isopropyl-phenyl)-carbamic acid 4-nitro-phenyl ester). Run in CC#N (CH3CN). The product is C(C)(C)C1=CC=C(C=C1)NC(=O)N1CCC(CC1)C1=NC=NC2=CC(=C(C=C12)OC)OC (4-(6,7-Dimethoxy-quinazolin-4-yl)-piperidine-1-carboxylic acid (4-isopropyl-phenyl)-amide). Isolated yield 71.8%. RXN SMILES: [CH3:1][O:2][C:3]1[CH:4]=[C:5]2[C:10](=[CH:11][C:12]=1[O:13][CH3:14])[N:9]=[CH:8][N:7]=[C:6]2[CH:15]1[CH2:20][CH2:19][NH:18][CH2:17][CH2:16]1.[N+](C1C=CC([O:30][C:31](=O)[NH:32][C:33]2[CH:38]=[CH:37][C:36]([CH:39]([CH3:41])[CH3:40])=[CH:35][CH:34]=2)=CC=1)([O-])=O>CC#N>[CH:39]([C:36]1[CH:37]=[CH:38][C:33]([NH:32][C:31]([N:18]2[CH2:19][CH2:20][CH:15]([C:6]3[C:5]4[C:10](=[CH:11][C:12]([O:13][CH3:14])=[C:3]([O:2][CH3:1])[CH:4]=4)[N:9]=[CH:8][N:7]=3)[CH2:16][CH2:17]2)=[O:30])=[CH:34][CH:35]=1)([CH3:41])[CH3:40]. Procedure: A mixture of 6,7-dimethoxy-4-piperidin-4-yl-quinazoline (18.8 mg, 68.9 μmol), as prepared in Example 1d, and (4-isopropyl-phenyl)-carbamic acid 4-nitro-phenyl ester 21.3 mg, 71.0 μmol), as prepared in the preceding step, was stirred in CH3CN (250 μL) at 80° C. for 4 h. The reaction was then partitioned with DCM (4 mL) and 1 M K2CO3 (4 mL), and the organic layer was dried (Na2SO4) and concentrated under reduced pressure. Flash chromatography of the residue (EtOAc) provided the title compound (21....